Dataset: the Open Reaction Database (ORD), a public repository of structured organic reaction records. Task: describe an organic reaction: reactants, conditions, products, and yield Reactants: CSC(=NC#N)SC (cyanocarbonimidodithioic acid dimethyl ester), CNN=CC1=CC=CC=C1 (benzaldehyde N-methyl hydrazone). The solvent is C(C)#N (acetonitrile). Yields the product C(#N)N=C(SC)N(N=CC1=CC=CC=C1)C (N-Cyano-1-methyl-2-(phenylmethylene)hydrazinecarboximidothioic acid, methyl ester). Reaction SMILES: [CH3:1][S:2][C:3](SC)=[N:4][C:5]#[N:6].[CH3:9][NH:10][N:11]=[CH:12][C:13]1[CH:18]=[CH:17][CH:16]=[CH:15][CH:14]=1>C(#N)C>[C:5]([N:4]=[C:3]([N:10]([CH3:9])[N:11]=[CH:12][C:13]1[CH:18]=[CH:17][CH:16]=[CH:15][CH:14]=1)[S:2][CH3:1])#[N:6]. Procedure details: A mixture of cyanocarbonimidodithioic acid dimethyl ester (1.46 g) and benzaldehyde N-methyl hydrazone (1.34 g) in acetonitrile was heated under reflux for 50 hr. The reaction mixture was cooled to 25° to give the title compound as colourless crystals, m.p. 132°-133° (0.73 g). The reactants are COC=1C=C(C=CC1CC=1C=NC=CC1)C=1OC2=C(N1)C=CC=C2 (2-[3-methoxy-4-(pyridin-3-ylmethyl)phenyl]-1,3-benzoxazole), BrCC1=C(C=C(C=C1)C=1OC2=C(N1)C=CC=C2)OC (2-[4-(bromomethyl)-3-methoxyphenyl]-1,3-benzoxazole), N1=CC=C(C=C1)B(O)O (4-pyridylboronic acid). The product is COC=1C=C(C=CC1CC1=CC=NC=C1)C=1OC2=C(N1)C=CC=C2 (2-[3-methoxy-4-(pyridin-4-ylmethyl)phenyl]-1,3-benzoxazole). RXN SMILES: [CH3:1][O:2][C:3]1[CH:4]=[C:5]([C:16]2[O:17][C:18]3[CH:24]=[CH:23][CH:22]=[CH:21][C:19]=3[N:20]=2)[CH:6]=[CH:7][C:8]=1[CH2:9]C1C=NC=CC=1.BrCC1C=CC(C2OC3[CH:41]=[CH:40][CH:39]=[CH:38][C:36]=3[N:37]=2)=CC=1OC.N1C=CC(B(O)O)=CC=1>>[CH3:1][O:2][C:3]1[CH:4]=[C:5]([C:16]2[O:17][C:18]3[CH:24]=[CH:23][CH:22]=[CH:21][C:19]=3[N:20]=2)[CH:6]=[CH:7][C:8]=1[CH2:9][C:39]1[CH:38]=[CH:36][N:37]=[CH:41][CH:40]=1. Reported procedure: Utilizing the general procedure outlined for 2-[3-methoxy-4-(pyridin-3-ylmethyl)phenyl]-1,3-benzoxazole, 2-[4-(bromomethyl)-3-methoxyphenyl]-1,3-benzoxazole (270 mg, 0.81 mmol), 4-pyridylboronic acid (100 mg, 0.81 mmol) reacted to afford the desired 2-[3-methoxy-4-(pyridin-4-ylmethyl)phenyl]-1,3-benzoxazole as a colorless solid: 1H NMR (CDCl3, 300 MHz) δ 8.46 (br s, 2H), 7.75–7.81 (m, 3H), 7.56–7.59 (m, 1H), 7.34–7.36 (m, 2H), 7.22 (d, 1H), 7.13 (d, 2H), 4.00 (s, 2H), 3.92 (s, 3H). MS (ESI) 317 ... Reactants: CC(C)(C)OC(=O)N1CCC(C(O)c2ccc(Br)cc2)CC1, C1CCOC1, CC(C)OC(=O)N=NC(=O)OC(C)C, Oc1ccccc1, c1ccc(P(c2ccccc2)c2ccccc2)cc1. Product: CC(C)(C)OC(=O)N1CCC(C(Oc2ccccc2)c2ccc(Br)cc2)CC1. Reaction SMILES: [C:1]([CH3:2])([CH3:3])([CH3:4])[O:5][C:6](=[O:7])[N:8]1[CH2:9][CH2:10][CH:11]([CH:14]([OH:15])[c:16]2[cH:17][cH:18][c:19]([Br:22])[cH:20][cH:21]2)[CH2:12][CH2:13]1.[CH2:63]1[O:64][CH2:65][CH2:66][CH2:67]1.[O:49]=[C:50]([O:51][CH:52]([CH3:53])[CH3:54])[N:55]=[N:56][C:57]([O:58][CH:59]([CH3:60])[CH3:61])=[O:62].[OH:23][c:24]1[cH:25][cH:26][cH:27][cH:28][cH:29]1.[c:30]1([P:31]([c:32]2[cH:33][cH:34][cH:35][cH:36][cH:37]2)[c:38]2[cH:39][cH:40][cH:41][cH:42][cH:43]2)[cH:44][cH:45][cH:46][cH:47][cH:48]1>>[C:1]([CH3:2])([CH3:3])([CH3:4])[O:5][C:6](=[O:7])[N:8]1[CH2:9][CH2:10][CH:11]([CH:14]([O:15][c:24]2[cH:25][cH:26][cH:27][cH:28][cH:29]2)[c:16]2[cH:17][cH:18][c:19]([Br:22])[cH:20][cH:21]2)[CH2:12][CH2:13]1. The reactants are OC1=NC=NC2=CC(=C(C=C12)OCC1CCCC1)OC(=O)C (4-hydroxy-6-cyclopentylmethoxy-7-methylcarbonyloxy-quinazoline), S(=O)(Cl)Cl (thionyl chloride), S(=O)(Cl)Cl (thionyl chloride). The reagents and catalysts are CN(C=O)C (N,N-dimethylformamide). The product is ClC1=NC=NC2=CC(=C(C=C12)OCC1CCCC1)OC(=O)C (4-Chloro-6-cyclopentylmethoxy-7-methylcarbonyloxy-quinazoline). Reaction SMILES: O[C:2]1[C:11]2[C:6](=[CH:7][C:8]([O:19][C:20]([CH3:22])=[O:21])=[C:9]([O:12][CH2:13][CH:14]3[CH2:18][CH2:17][CH2:16][CH2:15]3)[CH:10]=2)[N:5]=[CH:4][N:3]=1.S(Cl)([Cl:25])=O>CN(C)C=O>[Cl:25][C:2]1[C:11]2[C:6](=[CH:7][C:8]([O:19][C:20]([CH3:22])=[O:21])=[C:9]([O:12][CH2:13][CH:14]3[CH2:18][CH2:17][CH2:16][CH2:15]3)[CH:10]=2)[N:5]=[CH:4][N:3]=1. Procedure: 3.80 g of 4-hydroxy-6-cyclopentylmethoxy-7-methylcarbonyloxy-quinazoline are suspended in 90 ml thionyl chloride and heated to boiling under a nitrogen atmosphere. After the addition of four drops of N,N-dimethylformamide the reaction mixture is refluxed for a further two hours. After cooling to ambient temperature the excess thionyl chloride is distilled off in a water jet vacuum. The brown residue is stirred with 30 ml toluene. The solvent is distilled off, leaving 4.30 g of a greyish-brown so... Reactants: COC(N=C(C(=NC1=CC=C(C=C1)C1=NOC(=N1)C)C1=C(C=C(C(=C1)OC)O)F)SC)=O ({2-(2-fluoro-4-hydroxy-5-methoxyphenyl)-2-[4-(5-methyl-[1,2,4]oxadiazol-3-yl)phenylimino]-1-methylsulfanylethylidene}carbamic acid methyl ester), FCCI (1-fluoro-2-iodoethane), BrCCO[Si](C)(C)C(C)(C)C ((2-bromoethoxy)-t-butyldimethylsilane), COC(N=C(C(=NC1=CC=C(C=C1)C1=NOC(=N1)C)C1=C(C(=CC(=C1)OC)O)F)SC)=O ([2-(2-fluoro-3-hydroxy-5-methoxyphenyl)-2-[4-(5-methyl-[1,2,4]oxadiazol-3-yl)phenylimino]-1-methylsulfanylethylidene]carbamic acid methyl ester). Yields the product COC(N=C(C(=NC1=CC=C(C=C1)C1=NOC(=N1)C)C1=C(C=C(C(=C1)OC)OCCO[Si](C)(C)C(C)(C)C)F)SC)=O ((2-{4-[2-(t-butyldimethylsilanyloxy)ethoxy]-2-fluoro-5-methoxyphenyl}-2-[4-(5-methyl-[1,2,4]oxadiazol-3-yl)phenylimino]-1-methylsulfanylethylidene)carbamic acid methyl ester). As a reaction SMILES: [CH3:1][O:2][C:3](=[O:32])[N:4]=[C:5]([S:30][CH3:31])[C:6]([C:20]1[CH:25]=[C:24]([O:26][CH3:27])[C:23]([OH:28])=[CH:22][C:21]=1[F:29])=[N:7][C:8]1[CH:13]=[CH:12][C:11]([C:14]2[N:18]=[C:17]([CH3:19])[O:16][N:15]=2)=[CH:10][CH:9]=1.Br[CH2:34][CH2:35][O:36][Si:37]([C:40]([CH3:43])([CH3:42])[CH3:41])([CH3:39])[CH3:38].COC(=O)N=C(SC)C(C1C=C(OC)C=C(O)C=1F)=NC1C=CC(C2N=C(C)ON=2)=CC=1.FCCI>>[CH3:1][O:2][C:3](=[O:32])[N:4]=[C:5]([S:30][CH3:31])[C:6]([C:20]1[CH:25]=[C:24]([O:26][CH3:27])[C:23]([O:28][CH2:34][CH2:35][O:36][Si:37]([C:40]([CH3:43])([CH3:42])[CH3:41])([CH3:39])[CH3:38])=[CH:22][C:21]=1[F:29])=[N:7][C:8]1[CH:13]=[CH:12][C:11]([C:14]2[N:18]=[C:17]([CH3:19])[O:16][N:15]=2)=[CH:10][CH:9]=1. Procedure details: The same procedure was carried out as in Example (3e), except that {2-(2-fluoro-4-hydroxy-5-methoxyphenyl)-2-[4-(5-methyl-[1,2,4]oxadiazol-3-yl)phenylimino]-1-methylsulfanylethylidene}carbamic acid methyl ester and (2-bromoethoxy)-t-butyldimethylsilane were used instead of respectively the [2-(2-fluoro-3-hydroxy-5-methoxyphenyl)-2-[4-(5-methyl-[1,2,4]oxadiazol-3-yl)phenylimino]-1-methylsulfanylethylidene]carbamic acid methyl ester and 1-fluoro-2-iodoethane, to give the title compound as a yellow... The reactants are CC(=O)Oc1cc2sn(C)c(=O)c2cc1OC(C)=O, CN(C)C=O, C1COCCN1, O. Yields the product CC(=O)Oc1cc2c(=O)n(C)sc2cc1O. RXN SMILES: [C:1](=[O:2])([CH3:3])[O:4][c:5]1[cH:6][c:7]2[c:8]([c:9](=[O:13])[n:10]([CH3:12])[s:11]2)[cH:14][c:15]1[O:16][C:17]([CH3:18])=[O:19].[CH3:27][N:28]([CH3:29])[CH:30]=[O:31].[O:21]1[CH2:22][CH2:23][NH:24][CH2:25][CH2:26]1.[OH2:20]>>[OH:4][c:5]1[cH:6][c:7]2[c:8]([c:9](=[O:13])[n:10]([CH3:12])[s:11]2)[cH:14][c:15]1[O:16][C:17]([CH3:18])=[O:19]. Starting materials: NC1C(N(C2=C(C(=N1)C1=C(C=C(C=C1OC)C)OC)C=CC=C2)C)=O (3-amino-1,3-dihydro-5-(2,6-dimethoxy-4-methylphenyl)-1-methyl-1,4-benzodiazepin-2-one), CC=1C=C(C=CC1)N=C=O (3-methylphenyl isocyanate). Yields the product COC1=C(C(=CC(=C1)C)OC)C1=NC(C(N(C2=C1C=CC=C2)C)=O)NC(=O)NC2=CC(=CC=C2)C (1,3-dihydro-5-(2,6-dimethoxy-4-methylphenyl)-1-methyl-3-(3-methylphenylureido)-1,4-benzodiazepin-2-one). The yield is 94.0%. Reaction SMILES: [NH2:1][CH:2]1[N:8]=[C:7]([C:9]2[C:14]([O:15][CH3:16])=[CH:13][C:12]([CH3:17])=[CH:11][C:10]=2[O:18][CH3:19])[C:6]2[CH:20]=[CH:21][CH:22]=[CH:23][C:5]=2[N:4]([CH3:24])[C:3]1=[O:25].[CH3:26][C:27]1[CH:28]=[C:29]([N:33]=[C:34]=[O:35])[CH:30]=[CH:31][CH:32]=1>>[CH3:19][O:18][C:10]1[CH:11]=[C:12]([CH3:17])[CH:13]=[C:14]([O:15][CH3:16])[C:9]=1[C:7]1[C:6]2[CH:20]=[CH:21][CH:22]=[CH:23][C:5]=2[N:4]([CH3:24])[C:3](=[O:25])[CH:2]([NH:1][C:34]([NH:33][C:29]2[CH:30]=[CH:31][CH:32]=[C:27]([CH3:26])[CH:28]=2)=[O:35])[N:8]=1. Reported procedure: By using 3-amino-1,3-dihydro-5-(2,6-dimethoxy-4-methylphenyl)-1-methyl-1,4-benzodiazepin-2-one as above and by condensing it as above with 3-methylphenyl isocyanate, 1,3-dihydro-5-(2,6-dimethoxy-4-methylphenyl)-1-methyl-3-(3-methylphenylureido)-1,4-benzodiazepin-2-one is obtained; m.p.=260° C.; Yield=94%.